Task: describe an organic reaction: reactants, conditions, products, and yield. Dataset: the Open Reaction Database (ORD), a public repository of structured organic reaction records Reactants: O1C(CN2C(NC3(C2=O)CC(N(C(C3)(C)C)C)(C)C)=O)C1 (3-(2,3-epoxypropyl)-7,7,8,9,9-pentamethyl-1,3,8-triazaspiro[4.5]decane-2,4-dione), C(CCCCCCCCCC(=O)O)C(=O)O (1,10-decanedicarboxylic acid). Solvent: C(C)(=O)OCC (ethyl acetate). Conditions: temperature 180 celsius. The product is OC(COC(=O)CCCCCCCCCCC(=O)OCC(CN1C(NC2(C1=O)CC(N(C(C2)(C)C)C)(C)C)=O)O)CN2C(NC1(C2=O)CC(N(C(C1)(C)C)C)(C)C)=O (Bis[2-hydroxy-3-(7,7,8,9,9-pentamethyl-2,4-dioxo-1,3,8-triazaspiro[4.5]dec-3-yl)propyl]1,10-decanedicarboxylate). As a reaction SMILES: [O:1]1[CH2:21][CH:2]1[CH2:3][N:4]1[C:8](=[O:9])[C:7]2([CH2:14][C:13]([CH3:16])([CH3:15])[N:12]([CH3:17])[C:11]([CH3:19])([CH3:18])[CH2:10]2)[NH:6][C:5]1=[O:20].[CH2:22]([C:35]([OH:37])=[O:36])[CH2:23][CH2:24][CH2:25][CH2:26][CH2:27][CH2:28][CH2:29][CH2:30][CH2:31][C:32]([OH:34])=[O:33]>C(OCC)(=O)C>[OH:1][CH:2]([CH2:3][N:4]1[C:8](=[O:9])[C:7]2([CH2:14][C:13]([CH3:15])([CH3:16])[N:12]([CH3:17])[C:11]([CH3:19])([CH3:18])[CH2:10]2)[NH:6][C:5]1=[O:20])[CH2:21][O:33][C:32]([CH2:31][CH2:30][CH2:29][CH2:28][CH2:27][CH2:26][CH2:25][CH2:24][CH2:23][CH2:22][C:35]([O:37][CH2:21][CH:2]([OH:1])[CH2:3][N:4]1[C:8](=[O:9])[C:7]2([CH2:10][C:11]([CH3:18])([CH3:19])[N:12]([CH3:17])[C:13]([CH3:16])([CH3:15])[CH2:14]2)[NH:6][C:5]1=[O:20])=[O:36])=[O:34]. Procedure details: A mixture of 4.4 g of 3-(2,3-epoxypropyl)-7,7,8,9,9-pentamethyl-1,3,8-triazaspiro[4.5]decane-2,4-dione and 1.6 g of 1,10-decanedicarboxylic acid was heated at 180° C. for 3 hours. After completion of the reaction, the reaction mixture was dissolved in ethyl acetate, treated with an aqueous alkaline solution and purified by column chromatography through silica gel eluted first with ethyl acetate, then with a 2:1 by volume mixture of ethyl acetate and methanol. The desired compound was obtained in... The reactants are C(C)OC(=O)C1=CC=C(C=C1)C=1SC=C(N1)C=1C=C2CCC(NC2=CC1)=O (2-(4-ethoxycarbonylphenyl)-4-(3,4-dihydrocarbostyril-6-yl)thiazole), [OH-].[K+] (potassium hydroxide). Solvent: C(C)O (ethanol). Yields the product C(=O)(O)C1=CC=C(C=C1)C=1SC=C(N1)C=1C=C2CCC(NC2=CC1)=O (2-(4-carboxyphenyl)-4-(3,4-dihydrocarbostyril-6-yl)thiazole). Yield: 36.9%. RXN SMILES: C([O:3][C:4]([C:6]1[CH:11]=[CH:10][C:9]([C:12]2[S:13][CH:14]=[C:15]([C:17]3[CH:18]=[C:19]4[C:24](=[CH:25][CH:26]=3)[NH:23][C:22](=[O:27])[CH2:21][CH2:20]4)[N:16]=2)=[CH:8][CH:7]=1)=[O:5])C.[OH-].[K+]>C(O)C>[C:4]([C:6]1[CH:7]=[CH:8][C:9]([C:12]2[S:13][CH:14]=[C:15]([C:17]3[CH:18]=[C:19]4[C:24](=[CH:25][CH:26]=3)[NH:23][C:22](=[O:27])[CH2:21][CH2:20]4)[N:16]=2)=[CH:10][CH:11]=1)([OH:5])=[O:3] |f:1.2|. Procedure: 2.05 g of 2-(4-ethoxycarbonylphenyl)-4-(3,4-dihydrocarbostyril-6-yl)thiazole was suspended in 20 ml of a 10% aqueous potassium hydroxide solution and 50 ml of ethanol. The suspension was refluxed for 5 hours. Ethanol was removed by distillation. After cooling, the residue was mixed with hydrochloric acid to make it acidic (pH 1). The resulting crystals were collected by filtration and recrystallized from dimethylformamide to obtain 0.70 g of 2-(4-carboxyphenyl)-4-(3,4-dihydrocarbostyril-6-yl)thi...